Dataset: the Open Reaction Database (ORD), a public repository of structured organic reaction records. Task: describe an organic reaction: reactants, conditions, products, and yield The reactants are C(=O)(O)C(O)C(O)C(=O)O.N[C@H](CC1=CNC=N1)C(=O)O (D-histidine tartrate), [Cl-].[Ca+2].[Cl-] (Calcium chloride), crude salt, [OH-].[Na+] (sodium hydroxide). Solvent: O (H2O), O (H2O). Yields the product N[C@H](CC1=CNC=N1)C(=O)O (D-histidine). The yield is 71.2%. Reaction SMILES: C(C(C(C(O)=O)O)O)(O)=O.[NH2:11][C@@H:12]([C:19]([OH:21])=[O:20])[CH2:13][C:14]1[N:18]=[CH:17][NH:16][CH:15]=1.[OH-].[Na+].[Cl-].[Ca+2].[Cl-]>O>[NH2:11][C@@H:12]([C:19]([OH:21])=[O:20])[CH2:13][C:14]1[N:18]=[CH:17][NH:16][CH:15]=1 |f:0.1,2.3,4.5.6|. Procedure details: 10.0 g of the crude salt from Example 1 were stirred in 15 ml H2O at 80°-90° C. for 30 minutes, cooled below 50° C. and filtered. The solid salt containing 0.03 mole D-histidine tartrate ([α]D +12.17° -C=1.61,H2O) was suspended in 15 ml H2O. With stirring, 0.09 mole (3.6 g) of sodium hydroxide was added and a clear solution was formed. Heat was evolved. Calcium chloride, 0.03 mole (3.33 g) was added and the mixture was stirred at 10°-15° C. for one hour to enable complete precipitation of calciu... The reactants are O (water), OC=1C(=CC2=CC=CC=C2C1)C(=O)OC (methyl 3-hydroxy-2-naphthoate), COCCl (chloromethyl methyl ether), [H-].[Na+] (sodium hydride). Solvent: C1CCOC1 (THF). Run at time 1 hour. Yields the product COCOC=1C(=CC2=CC=CC=C2C1)C(=O)OC (methyl 3-methoxymethoxy-2-naphthoate). Reaction SMILES: [OH:1][C:2]1[C:3]([C:12]([O:14][CH3:15])=[O:13])=[CH:4][C:5]2[C:10]([CH:11]=1)=[CH:9][CH:8]=[CH:7][CH:6]=2.[H-].[Na+].[CH3:18][O:19][CH2:20]Cl.O>C1COCC1>[CH3:18][O:19][CH2:20][O:1][C:2]1[C:3]([C:12]([O:14][CH3:15])=[O:13])=[CH:4][C:5]2[C:10]([CH:11]=1)=[CH:9][CH:8]=[CH:7][CH:6]=2 |f:1.2|. Procedure: A solution of methyl 3-hydroxy-2-naphthoate (7.01 g) in THF (200 ml) was cooled to 0° C., to which was added 60% sodium hydride (1.58 g) during 10 minutes. Then, the mixture was stirred for one hour at room temperature, to which was added dropwise chloromethyl methyl ether (2.8 ml). The mixture was then stirred for two hours, to which was added water to quench the reaction, followed by extraction with ethyl acetate. The organic layer was dried (anhydrous magnesium sulfate), and distilled off the... Reactants: C(CCC)[C@@H]1CC(CC1)OS(=O)(=O)C1=CC=C(C=C1)C ((1S,3RS)-1-butyl-3-(p-toluene-sulphonyloxy)cyclopentane), [C-]#N.[Na+] (sodium cyanide), CS(=O)C (dimethyl sulphoxide). The solvent is O (water). Reaction conditions: time 30 minute. The product is C(CCC)[C@@H]1CC(CC1)C#N ((1RS,3S)-3-butyl-1-cyanocyclopentane). Isolated yield 75.3%. RXN SMILES: [CH2:1]([C@H:5]1[CH2:9][CH2:8][CH:7](OS(C2C=CC(C)=CC=2)(=O)=O)[CH2:6]1)[CH2:2][CH2:3][CH3:4].[C-:21]#[N:22].[Na+].CS(C)=O>O>[CH2:1]([C@H:5]1[CH2:9][CH2:8][CH:7]([C:21]#[N:22])[CH2:6]1)[CH2:2][CH2:3][CH3:4] |f:1.2|. Procedure: A mixture of 190 mg of (1S,3RS)-1-butyl-3-(p-toluene-sulphonyloxy)cyclopentane (prepared in Reference Example 12), 150 mg of sodium cyanide and 1.5 ml of anhydrous dimethyl sulphoxide was stirred for 30 mins. at 50° C. After diluting with 3 ml of water, the mixture was extracted with 10 ml of a mixture of pentane and diethyl ether (1:1). The extract was washed with water and a saturated aqueous solution of sodium chloride, successively, dried over anhydrous magnesium sulphate, and concentrated u... The reactants are C(C1=CC=CC=C1)OC1=CC(=C(C=C1)C=1CCN(CC1)C(CCC(=O)OC(C)(C)C)=O)C1=NOC(C1)(CC(OC(C)(C)C)=O)CC(=O)OC(C)(C)C (tert-butyl 4-(4-(4-(benzyloxy)-2-(5,5-bis(2-tert-butoxy-2-oxoethyl)-4,5-dihydro-1,2-oxazol-3-yl)phenyl)-3,6-dihydropyridin-1(2H)-yl)-4-oxobutanoate), [H][H] (hydrogen). Reagents/catalysts: [Pd] (Pd/C). Run in C1CCOC1 (THF). Yields the product C(C)(C)(C)OC(CC1(CC(=NO1)C1=C(C=CC(=C1)O)C1CCN(CC1)C(CCC(=O)OC(C)(C)C)=O)CC(OC(C)(C)C)=O)=O (tert-Butyl 4-(4-(2-(5,5-bis(2-tert-butoxy-2-oxoethyl)-4,5-dihydro-1,2-oxazol-3-yl)-4-hydroxyphenyl)piperidin-1-yl)-4-oxobutanoate). Yield: 76.6%. RXN SMILES: C([O:8][C:9]1[CH:14]=[CH:13][C:12]([C:15]2[CH2:16][CH2:17][N:18]([C:21](=[O:31])[CH2:22][CH2:23][C:24]([O:26][C:27]([CH3:30])([CH3:29])[CH3:28])=[O:25])[CH2:19][CH:20]=2)=[C:11]([C:32]2[CH2:36][C:35]([CH2:45][C:46]([O:48][C:49]([CH3:52])([CH3:51])[CH3:50])=[O:47])([CH2:37][C:38](=[O:44])[O:39][C:40]([CH3:43])([CH3:42])[CH3:41])[O:34][N:33]=2)[CH:10]=1)C1C=CC=CC=1.[H][H]>[Pd].C1COCC1>[C:49]([O:48][C:46](=[O:47])[CH2:45][C:35]1([CH2:37][C:38](=[O:44])[O:39][C:40]([CH3:43])([CH3:42])[CH3:41])[O:34][N:33]=[C:32]([C:11]2[CH:10]=[C:9]([OH:8])[CH:14]=[CH:13][C:12]=2[CH:15]2[CH2:16][CH2:17][N:18]([C:21](=[O:31])[CH2:22][CH2:23][C:24]([O:26][C:27]([CH3:30])([CH3:29])[CH3:28])=[O:25])[CH2:19][CH2:20]2)[CH2:36]1)([CH3:50])([CH3:51])[CH3:52]. Procedure: A mixture of tert-butyl 4-(4-(4-(benzyloxy)-2-(5,5-bis(2-tert-butoxy-2-oxoethyl)-4,5-dihydro-1,2-oxazol-3-yl)phenyl)-3,6-dihydropyridin-1(2H)-yl)-4-oxobutanoate (52.1 mg), 10% Pd/C (containing about 55% water, 20 mg), and THF (1 mL) was stirred at room temperature for 6 hours in a hydrogen atmosphere. The catalyst was filtered off, and then, the filtrate was concentrated under reduced pressure. The residue was purified by silica gel column chromatography (ethyl acetate/hexane) to obtain the titl... Reactants: CCCCCn1c(=O)n2cnnc2c2c1ncn2Cc1ccccc1, CC(=O)O, Cl, [OH-], [OH-], [Pd+2]. The product is CCCCCn1c(=O)n2cnnc2c2[nH]cnc21. As a reaction SMILES: [CH2:1]([c:2]1[cH:3][cH:4][cH:5][cH:6][cH:7]1)[n:8]1[cH:9][n:10][c:11]2[n:12]([CH2:21][CH2:22][CH2:23][CH2:24][CH3:25])[c:13](=[O:20])[n:14]3[c:15]([c:16]12)[n:17][n:18][cH:19]3.[CH3:27][C:28](=[O:29])[OH:30].[ClH:26].[OH-:31].[OH-:33].[Pd+2:32]>>[nH:8]1[cH:9][n:10][c:11]2[n:12]([CH2:21][CH2:22][CH2:23][CH2:24][CH3:25])[c:13](=[O:20])[n:14]3[c:15]([c:16]12)[n:17][n:18][cH:19]3. Reactants: CC(C)C1=CC=C(C=C1)Br (4-(1-methylethyl)bromobenzene), CC(C#C)(O)C (1,1-dimethyl-2-propyn-1-ol). Reagents/catalysts: Cl[Pd]([P](C1=CC=CC=C1)(C2=CC=CC=C2)C3=CC=CC=C3)([P](C4=CC=CC=C4)(C5=CC=CC=C5)C6=CC=CC=C6)Cl (bis(triphenylphosphine)palladium(II) chloride), [Cu]I (copper (I) iodide). Solvent: C(C)N(CC)CC (triethylamine). Run at time 18 hour. Yields the product CC(C)C1=CC=C(C=C1)C#C (4-(1-methylethyl)phenylethyne). The yield is 33.3%. Reaction SMILES: [CH3:1][CH:2]([C:4]1[CH:9]=[CH:8][C:7](Br)=[CH:6][CH:5]=1)[CH3:3].[CH3:11][C:12](C)(O)C#C>C(N(CC)CC)C.Cl[Pd](Cl)([P](C1C=CC=CC=1)(C1C=CC=CC=1)C1C=CC=CC=1)[P](C1C=CC=CC=1)(C1C=CC=CC=1)C1C=CC=CC=1.[Cu]I>[CH3:1][CH:2]([C:4]1[CH:9]=[CH:8][C:7]([C:11]#[CH:12])=[CH:6][CH:5]=1)[CH3:3] |^1:26,45|. Procedure details: A solution of 10 grams (0.050 mole) of 4-(1-methylethyl)bromobenzene and 8.4 grams (0.10 mole) of 1,1-dimethyl-2-propyn-1-ol in 75 mL of triethylamine was stirred, and 0.7 gram (0.001 mole) of bis(triphenylphosphine)palladium(II) chloride and 0.2 gram (0.001 mole) of copper (I) iodide were added. Upon completion of addition the reaction mixture was heated under reflux for four hours. The reaction mixture was cooled and concentrated under reduced pressure to a residue. The residue was dissolved i...